From a dataset of the Open Reaction Database (ORD), a public repository of structured organic reaction records. describe an organic reaction: reactants, conditions, products, and yield Starting materials: C(C=C)(=O)OC (methyl acrylate), C(C#C)O (propargyl alcohol), ice water. The reagents and catalysts are C[O-].[Na+] (sodium methoxide). Run at temperature 80 celsius, time 8 hour. Product: C(C#C)OCCC(=O)OC (methyl β-propargyloxypropionate). Isolated yield 60.6%. As a reaction SMILES: [C:1]([O:5][CH3:6])(=[O:4])[CH:2]=[CH2:3].[CH2:7]([OH:10])[C:8]#[CH:9]>C[O-].[Na+]>[CH2:7]([O:10][CH2:3][CH2:2][C:1]([O:5][CH3:6])=[O:4])[C:8]#[CH:9] |f:2.3|. Reported procedure: 25.8 g of methyl acrylate were added dropwise to a mixture of 16.8 g of propargyl alcohol and 0.1 g of sodium methoxide maintained at 55°-60° C. The mixture was then heated at 80° C. for 4 hours, after which it was left to stand overnight. The mixture was then poured into ice-water and extracted with ethyl acetate. The extract was dried and then purified by distillation to give 25.8 g of methyl β-propargyloxypropionate, boiling at 80°-83° C./10 mmHg. The reactants are FC=1C=C(CN2N=CC3=CC(=CC=C23)NC2=NC=NC3=CC=CC(=C23)O[C@H](C(=O)OC)C)C=CC1 (methyl (2S)-2-[(4-{[1-(3-fluorobenzyl)-1H-indazol-5-yl]amino}quinazolin-5-yl)oxy]propanoate), N1CCCC1 (pyrrolidine). Yields the product FC=1C=C(CN2N=CC3=CC(=CC=C23)NC2=NC=NC3=CC=CC(=C23)O[C@H](C(N2CCCC2)=O)C)C=CC1 (N-[1-(3-fluorobenzyl)-1H-indazol-5-yl]-5-[(1S)-1-methyl-2-oxo-2-pyrrolidin-1-ylethoxy]-quinazolin-4-amine). The yield is 63.0%. RXN SMILES: [F:1][C:2]1[CH:3]=[C:4]([CH:33]=[CH:34][CH:35]=1)[CH2:5][N:6]1[C:14]2[C:9](=[CH:10][C:11]([NH:15][C:16]3[C:25]4[C:20](=[CH:21][CH:22]=[CH:23][C:24]=4[O:26][C@@H:27]([CH3:32])[C:28](OC)=[O:29])[N:19]=[CH:18][N:17]=3)=[CH:12][CH:13]=2)[CH:8]=[N:7]1.[NH:36]1[CH2:40][CH2:39][CH2:38][CH2:37]1>>[F:1][C:2]1[CH:3]=[C:4]([CH:33]=[CH:34][CH:35]=1)[CH2:5][N:6]1[C:14]2[C:9](=[CH:10][C:11]([NH:15][C:16]3[C:25]4[C:20](=[CH:21][CH:22]=[CH:23][C:24]=4[O:26][C@@H:27]([CH3:32])[C:28](=[O:29])[N:36]4[CH2:40][CH2:39][CH2:38][CH2:37]4)[N:19]=[CH:18][N:17]=3)=[CH:12][CH:13]=2)[CH:8]=[N:7]1. Procedure details: Using the same procedure as in Example 26, methyl (2S)-2-[(4-{[1-(3-fluorobenzyl)-1H-indazol-5-yl]amino}quinazolin-5-yl)oxy]propanoate (200 mg, 0.42 mmol) was reacted with pyrrolidine (0.35 ml, 4.2 mmol) to give the title compound as a solid (135 mg, 62%), except that the mixture was heated at 55° C. for 20 hours and purified by chromatography on silica gel (eluant: 3% methanol in DCM); NMR Spectrum 1.60 (d, 3H), 1.82 (m, 2H), 1.94 (m, 2H), 3.5-3.3 (m, 3H), 3.76 (m, 1H), 5.62 (q, 1H), 5.70 (s, 2... Starting materials: O (water), CC1=C2CCC(C2=CC=C1)O (4-methyl-indan-1-ol), C1(=CC=CC=C1)P(=O)(C1=CC=CC=C1)N=[N+]=[N-] (diphenylphosphoryl azide), N12CCCCCC2=NCCC1 (1,8-diazabicyclo[5.4.0]undec-7-ene). Solvent: C1CCOC1 (THF). Conditions: time 6 hour. The product is N(=[N+]=[N-])C1CCC2=C(C=CC=C12)C (1-azido-4-methyl-indane). Reaction SMILES: [CH3:1][C:2]1[CH:10]=[CH:9][CH:8]=[C:7]2[C:3]=1[CH2:4][CH2:5][CH:6]2O.C1(P([N:26]=[N+:27]=[N-:28])(C2C=CC=CC=2)=O)C=CC=CC=1.N12CCCN=C1CCCCC2.O>C1COCC1>[N:26]([CH:6]1[C:7]2[C:3](=[C:2]([CH3:1])[CH:10]=[CH:9][CH:8]=2)[CH2:4][CH2:5]1)=[N+:27]=[N-:28]. Reported procedure: 4.34 g (29.28 mmol) 4-methyl-indan-1-ol and 7.8 ml (35.14 mmol) diphenylphosphoryl azide are dissolved in dry THF at room temperature under argon. To this mixture is added slowly 5.0 ml (35.14 mmol) 1,8-diazabicyclo[5.4.0]undec-7-ene. The reaction is stirred for 6 h at room temperature (TLC monitoring). Then the mixture is poured into water and extracted three times with toluene. The organic layers are combined, dried over MgSO4 and concentrated in vacuo. Purification using silica gel chromatogr... The reactants are NC[C@@H]1CN(CCO[C@H]1C1=CC(=C(C=C1)Cl)F)C(=O)OC(C)(C)C (tert-butyl (6R,7R)-6-(aminomethyl)-7-(4-chloro-3-fluorophenyl)-1,4-oxazepane-4-carboxylate), ClC1=NC=CC=N1 (2-chloropyrimidine), C([O-])([O-])=O.[K+].[K+] (potassium carbonate). The solvent is C(C)O (ethanol). Product: ClC1=C(C=C(C=C1)[C@H]1[C@@H](CN(CCO1)C(=O)OC(C)(C)C)CNC1=NC=CC=N1)F (tert-butyl (6R,7R)-7-(4-chloro-3-fluorophenyl)-6-[(pyrimidin-2-ylamino)methyl]-1,4-oxazepane-4-carboxylate). Yield: 66.5%. As a reaction SMILES: [NH2:1][CH2:2][C@H:3]1[C@H:9]([C:10]2[CH:15]=[CH:14][C:13]([Cl:16])=[C:12]([F:17])[CH:11]=2)[O:8][CH2:7][CH2:6][N:5]([C:18]([O:20][C:21]([CH3:24])([CH3:23])[CH3:22])=[O:19])[CH2:4]1.Cl[C:26]1[N:31]=[CH:30][CH:29]=[CH:28][N:27]=1.C(=O)([O-])[O-].[K+].[K+]>C(O)C>[Cl:16][C:13]1[CH:14]=[CH:15][C:10]([C@@H:9]2[O:8][CH2:7][CH2:6][N:5]([C:18]([O:20][C:21]([CH3:24])([CH3:23])[CH3:22])=[O:19])[CH2:4][C@H:3]2[CH2:2][NH:1][C:26]2[N:31]=[CH:30][CH:29]=[CH:28][N:27]=2)=[CH:11][C:12]=1[F:17] |f:2.3.4|. Procedure details: A solution of tert-butyl (6R,7R)-6-(aminomethyl)-7-(4-chloro-3-fluorophenyl)-1,4-oxazepane-4-carboxylate (120.7 mg), 2-chloropyrimidine (40.5 mg) and potassium carbonate (46.5 mg) in ethanol (3 mL) was stirred at room temperature overnight, and the solvent was evaporated under reduced pressure. The residue was partitioned between ethyl acetate and water, and the organic layer was washed with brine, and dried over anhydrous magnesium sulfate. The solvent was evaporated under reduced pressure. The... Reactants: COC(C1=C(N=C(C=C1)CCF)N)=O (2-Amino-6-(2-fluoro-ethyl)-nicotinic acid methyl ester), Cl (hydrochloric acid). Run in [OH-].[Na+] (sodium hydroxide), CO (methanol). Conditions: time 20 minute. Yields the product NC1=C(C(=O)O)C=CC(=N1)CCF (2-Amino-6-(2-fluoro-ethyl)-nicotinic Acid). Yield: 89.9%. RXN SMILES: C[O:2][C:3](=[O:14])[C:4]1[CH:9]=[CH:8][C:7]([CH2:10][CH2:11][F:12])=[N:6][C:5]=1[NH2:13].Cl>[OH-].[Na+].CO>[NH2:13][C:5]1[N:6]=[C:7]([CH2:10][CH2:11][F:12])[CH:8]=[CH:9][C:4]=1[C:3]([OH:14])=[O:2] |f:2.3|. Procedure details: 2-Amino-6-(2-fluoro-ethyl)-nicotinic acid methyl ester (77 mg, 0.387 mmol) was dissolved in an aqueous solution of 2N sodium hydroxide (5 mL) and methanol (5 mL), and the solution was stirred for 20 minutes at room temperature. This mixture solution was neutralized with 5N hydrochloric acid, then, extracted with ethyl acetate. The organic layer was separated, the solvent was evaporated in vacuo, and the title compound (64 mg, 0.348 mmol, 90%/65% purity) was obtained as a white solid. The reactants are OCCCl, CCOC(=O)c1c[nH]c2nc(N3CCN(C)CC3)ncc2c1=O, CN(C)C=O, [H-], [Na+]. Yields the product CCOC(=O)c1cn(CCO)c2nc(N3CCN(C)CC3)ncc2c1=O. As a reaction SMILES: [CH2:26]([CH2:27][OH:28])[Cl:29].[CH3:1][N:2]1[CH2:3][CH2:4][N:5]([c:8]2[n:9][cH:10][c:11]3[c:12]([n:13]2)[nH:14][cH:15][c:16]([C:19](=[O:20])[O:21][CH2:22][CH3:23])[c:17]3=[O:18])[CH2:6][CH2:7]1.[CH3:30][N:31]([CH3:32])[CH:33]=[O:34].[H-:24].[Na+:25]>>[CH3:1][N:2]1[CH2:3][CH2:4][N:5]([c:8]2[n:9][cH:10][c:11]3[c:12]([n:13]2)[n:14]([CH2:26][CH2:27][OH:28])[cH:15][c:16]([C:19](=[O:20])[O:21][CH2:22][CH3:23])[c:17]3=[O:18])[CH2:6][CH2:7]1. Yield: 69.5%. Procedure: A first intermediate compound 3-(2-Bromo-phenoxy)-2,2-dimethyl-propionic acid, was produced as follows: To a mixture of 3-methanesulfonyloxy-2,2-dimethyl-propionic acid methyl ester (20.00 g, 95.23 mmol) and 2-bromophenol (16.48 g, 95.23 mmol) in acetonitrile (200 mL) was added Cs2CO3 (46.50 g, 142.80 mmol) and the mixture was heated at 100° C. in a sealed flask overnight. The resulting suspension was filtered. The solvent was evaporated and the crude material was partitioned between dichloromet... Reaction SMILES: [CH3:1][O:2][C:3](=[O:13])[C:4]([CH3:12])([CH3:11])[CH2:5][O:6]S(C)(=O)=O.[Br:14][C:15]1[CH:20]=[CH:19][CH:18]=[CH:17][C:16]=1O.C([O-])([O-])=O.[Cs+].[Cs+]>C(#N)C>[CH3:1][O:2][C:3](=[O:13])[C:4]([CH3:12])([CH3:11])[CH2:5][O:6][C:16]1[CH:17]=[CH:18][CH:19]=[CH:20][C:15]=1[Br:14] |f:2.3.4|. Product: COC(C(COC1=C(C=CC=C1)Br)(C)C)=O (3-(2-bromo-phenoxy)-2,2-dimethyl-propionic acid methyl ester). The reactants are COC(C(COS(=O)(=O)C)(C)C)=O (3-methanesulfonyloxy-2,2-dimethyl-propionic acid methyl ester), BrC1=C(C=CC=C1)O (2-bromophenol), C(=O)([O-])[O-].[Cs+].[Cs+] (Cs2CO3). Solvent: C(C)#N (acetonitrile). Reaction conditions: temperature 100 celsius.